Dataset: the Open Reaction Database (ORD), a public repository of structured organic reaction records. Task: describe an organic reaction: reactants, conditions, products, and yield Starting materials: ClC=1C=C2C(=[N+](C1)CCCS(=O)(=O)[O-])N=C(C2(C)C)C (3-(5-Chloro-2,3,3-trimethyl-3H-pyrrolo[2,3-b]pyridin-7-ium-7-yl)propane-1-sulfonate), BrC=1C=C2C(=NC1)N=C(C2(C)C)C (5-bromo-2,3,3-trimethyl-3H-pyrrolo[2,3-b]pyridine). Yields the product BrC=1C=C2C(=[N+](C1)CCCS(=O)(=O)[O-])N=C(C2(C)C)C (3-(5-Bromo-2,3,3-trimethyl-3H-pyrrolo[2,3-b]pyridin-7-ium-7-yl)propane-1-sulfonate). Reaction SMILES: Cl[C:2]1[CH:3]=[C:4]2[C:17]([CH3:19])([CH3:18])[C:16]([CH3:20])=[N:15][C:5]2=[N+:6]([CH2:8][CH2:9][CH2:10][S:11]([O-:14])(=[O:13])=[O:12])[CH:7]=1.[Br:21]C1C=C2C(C)(C)C(C)=NC2=NC=1>>[Br:21][C:2]1[CH:3]=[C:4]2[C:17]([CH3:19])([CH3:18])[C:16]([CH3:20])=[N:15][C:5]2=[N+:6]([CH2:8][CH2:9][CH2:10][S:11]([O-:14])(=[O:13])=[O:12])[CH:7]=1. Procedure details: Compound 6 was prepared analogously to compound 5 (Example 5), except that 5-bromo-2,3,3-trimethyl-3H-pyrrolo[2,3-b]pyridine (50) was used as a starting material.